From a dataset of the Open Reaction Database (ORD), a public repository of structured organic reaction records. describe an organic reaction: reactants, conditions, products, and yield Starting materials: CN(C)C=O, O=[Cr](=O)([O-])O[Cr](=O)(=O)[O-], OCCCCCCCCOCc1ccc(F)c(F)c1, c1cc[nH+]cc1, c1cc[nH+]cc1. Product: O=C(O)CCCCCCCOCc1ccc(F)c(F)c1. Reaction SMILES: [CH3:41][N:42]([CH3:43])[CH:44]=[O:45].[Cr:1](=[O:2])([O:3][Cr:4]([O-:5])(=[O:6])=[O:7])([O-:8])=[O:9].[F:22][c:23]1[cH:24][c:25]([CH2:26][O:27][CH2:28][CH2:29][CH2:30][CH2:31][CH2:32][CH2:33][CH2:34][CH2:35][OH:36])[cH:37][cH:38][c:39]1[F:40].[nH+:10]1[cH:11][cH:12][cH:13][cH:14][cH:15]1.[nH+:16]1[cH:17][cH:18][cH:19][cH:20][cH:21]1>>[OH:2][C:35]([CH2:34][CH2:33][CH2:32][CH2:31][CH2:30][CH2:29][CH2:28][O:27][CH2:26][c:25]1[cH:24][c:23]([F:22])[c:39]([F:40])[cH:38][cH:37]1)=[O:36]. Starting materials: FC1=CC(=NC=C1OCOC)C(=O)OC (methyl 4-fluoro-5-(methoxymethoxy)pyridine-2-carboxylate), Cl (hydrochloric acid), C1CCOC1 (THF). The solvent is [Cl-].[Na+].O (brine). Conditions: temperature 70 celsius, time 20 minute. Product: C1(CC1)COC=1C(=CC(=NC1)C(=O)OC)F (methyl 5-(cyclopropylmethoxy)-4-fluoropyridine-2-carboxylate). Reaction SMILES: [F:1][C:2]1[C:7]([O:8][CH2:9]OC)=[CH:6][N:5]=[C:4]([C:12]([O:14][CH3:15])=[O:13])[CH:3]=1.Cl.[CH2:17]1[CH2:21]OC[CH2:18]1>[Cl-].[Na+].O>[CH:18]1([CH2:9][O:8][C:7]2[C:2]([F:1])=[CH:3][C:4]([C:12]([O:14][CH3:15])=[O:13])=[N:5][CH:6]=2)[CH2:17][CH2:21]1 |f:3.4.5|. Reported procedure: To a solution of methyl 4-fluoro-5-(methoxymethoxy)pyridine-2-carboxylate (1.80 g) in THF (20 mL) was added 6 N hydrochloric acid (5 mL), and the mixture was stirred at 70° C. for 20 min. To the reaction mixture was added saturated brine, and the mixture was extracted with ethyl acetate. The extract was dried over anhydrous magnesium sulfate, and concentrated under reduced pressure. The residue was dissolved in DMF (20 mL), potassium carbonate (2.31 g) and (bromomethyl)cyclopropane (1.22 mL) wer... Starting materials: COC(=O)c1cc(OCCOCc2ccccc2)ccc1[N+](=O)[O-], CO, [Li+], [OH-]. The product is O=C(O)c1cc(OCCOCc2ccccc2)ccc1[N+](=O)[O-]. As a reaction SMILES: [CH2:1]([c:2]1[cH:3][cH:4][cH:5][cH:6][cH:7]1)[O:8][CH2:9][CH2:10][O:11][c:12]1[cH:13][cH:14][c:15]([N+:22](=[O:23])[O-:24])[c:16]([C:17](=[O:18])[O:19][CH3:20])[cH:21]1.[CH3:27][OH:28].[Li+:26].[OH-:25]>>[CH2:1]([c:2]1[cH:3][cH:4][cH:5][cH:6][cH:7]1)[O:8][CH2:9][CH2:10][O:11][c:12]1[cH:13][cH:14][c:15]([N+:22](=[O:23])[O-:24])[c:16]([C:17](=[O:18])[OH:19])[cH:21]1. The reactants are C(CCCCC)N1CC(C(CC1)(C1=CC(=CC=C1)C#N)C)C (1-hexyl-3,4-dimethyl-4-(3-cyanophenyl)piperidine), [H-].[Al+3].[Li+].[H-].[H-].[H-] (lithium aluminium hydride), C(C)OCC (diethyl ether), [OH-].[Na+] (sodium hydroxide). The yield is 95.0%. RXN SMILES: [CH2:1]([N:7]1[CH2:12][CH2:11][C:10]([CH3:21])([C:13]2[CH:18]=[CH:17][CH:16]=[C:15]([C:19]#[N:20])[CH:14]=2)[CH:9]([CH3:22])[CH2:8]1)[CH2:2][CH2:3][CH2:4][CH2:5][CH3:6].[H-].[Al+3].[Li+].[H-].[H-].[H-].C(OCC)C.[OH-].[Na+]>O1CCCC1.O>[CH2:1]([N:7]1[CH2:12][CH2:11][C:10]([CH3:21])([C:13]2[CH:18]=[CH:17][CH:16]=[C:15]([CH2:19][NH2:20])[CH:14]=2)[CH:9]([CH3:22])[CH2:8]1)[CH2:2][CH2:3][CH2:4][CH2:5][CH3:6] |f:1.2.3.4.5.6,8.9|. Run in O1CCCC1 (tetrahydrofuran), O (water). The product is C(CCCCC)N1CC(C(CC1)(C1=CC(=CC=C1)CN)C)C (1-Hexyl-3,4-dimethyl-4-(3-aminomethylphenyl)piperidine). Procedure details: To a stirred solution of 1-hexyl-3,4-dimethyl-4-(3-cyanophenyl)piperidine (Example 1, 800 mg, 2.68 mmol) in anhydrous tetrahydrofuran (40 mL) at 0° C. under nitrogen was added lithium aluminium hydride (1.0 M in tetrahydrofuran, 4.0 mL, 4.0 mmol). The reaction mixture was allowed to warm to room temperature, before being heated to 37° C. for 30 minutes. Subsequently, diethyl ether (50 mL), then aqueous sodium hydroxide (0.3 mL, 15% w/v solution) and finally water (0.45 mL) were added. The white ... As a reaction SMILES: [CH2:25]1[O:26][CH2:27][CH2:28][CH2:29]1.[CH3:1][O:2][C:3](=[O:4])[C:5]1([c:13]2[cH:14][c:15]([F:21])[c:16]([O:19][CH3:20])[cH:17][cH:18]2)[CH2:6][CH2:7][c:8]2[n:9]1[cH:10][n:11][cH:12]2.[ClH:24].[Li+:23].[OH-:22].[OH2:30]>>[O:2]=[C:3]([OH:4])[C:5]1([c:13]2[cH:14][c:15]([F:21])[c:16]([O:19][CH3:20])[cH:17][cH:18]2)[CH2:6][CH2:7][c:8]2[n:9]1[cH:10][n:11][cH:12]2. Starting materials: C1CCOC1, COC(=O)C1(c2ccc(OC)c(F)c2)CCc2cncn21, Cl, [Li+], [OH-], O. The product is COc1ccc(C2(C(=O)O)CCc3cncn32)cc1F. Reactants: CCC1CC(=O)N1c1ccc(C(F)(F)F)cc1, CO, [K+], [OH-], O. Yields the product CCC(CC(=O)O)Nc1ccc(C(F)(F)F)cc1. RXN SMILES: [CH2:1]([CH3:2])[CH:3]1[CH2:4][C:5](=[O:17])[N:6]1[c:7]1[cH:8][cH:9][c:10]([C:13]([F:14])([F:15])[F:16])[cH:11][cH:12]1.[CH3:21][OH:22].[K+:20].[OH-:19].[OH2:18]>>[CH2:1]([CH3:2])[CH:3]([CH2:4][C:5]([OH:17])=[O:18])[NH:6][c:7]1[cH:8][cH:9][c:10]([C:13]([F:14])([F:15])[F:16])[cH:11][cH:12]1.